The task is: describe an organic reaction: reactants, conditions, products, and yield. This data is from the Open Reaction Database (ORD), a public repository of structured organic reaction records. Starting materials: C(C)(C)(C)OC1=CC=C(C=C1)C[C@@H](C(=O)N(CC1=CC=CC2=C1N=C(S2)NC(=O)OC(C)(C)C)CC(OCC)OCC)NC(OCC2C1=CC=CC=C1C=1C=CC=CC21)=O ((S)-(9H-fluoren-9-yl)methyl 3-(4-tert-butoxyphenyl)-1-((2,2-diethoxyethyl)(2-tert-butoxycarbonylaminobenzothiazole-4-ylmethyl)amino)-1-oxopropan-2-ylcarbamate), N1CCCCC1.ClCCl (piperidine dichloromethane). Run at time 1 hour. Product: N[C@H](C(=O)N(CC1=CC=CC2=C1N=C(S2)NC(=O)OC(C)(C)C)CC(OCC)OCC)CC2=CC=C(C=C2)OC(C)(C)C ((S)-2-amino-3-(4-tert-butoxyphenyl)-N-(2,2-diethoxyethyl)-N-(2-tert-butoxycarbonylaminobenzothiazole-4-ylmethyl)propanamide). Isolated yield 99.1%. RXN SMILES: [C:1]([O:5][C:6]1[CH:11]=[CH:10][C:9]([CH2:12][C@H:13]([NH:43]C(=O)OCC2C3C=CC=CC=3C3C2=CC=CC=3)[C:14]([N:16]([CH2:35][CH:36]([O:40][CH2:41][CH3:42])[O:37][CH2:38][CH3:39])[CH2:17][C:18]2[C:23]3[N:24]=[C:25]([NH:27][C:28]([O:30][C:31]([CH3:34])([CH3:33])[CH3:32])=[O:29])[S:26][C:22]=3[CH:21]=[CH:20][CH:19]=2)=[O:15])=[CH:8][CH:7]=1)([CH3:4])([CH3:3])[CH3:2].N1CCCCC1.ClCCl>>[NH2:43][C@@H:13]([CH2:12][C:9]1[CH:8]=[CH:7][C:6]([O:5][C:1]([CH3:2])([CH3:3])[CH3:4])=[CH:11][CH:10]=1)[C:14]([N:16]([CH2:35][CH:36]([O:40][CH2:41][CH3:42])[O:37][CH2:38][CH3:39])[CH2:17][C:18]1[C:23]2[N:24]=[C:25]([NH:27][C:28]([O:30][C:31]([CH3:33])([CH3:34])[CH3:32])=[O:29])[S:26][C:22]=2[CH:21]=[CH:20][CH:19]=1)=[O:15] |f:1.2|. Procedure: To a solution of (S)-(9H-fluoren-9-yl)methyl 3-(4-tert-butoxyphenyl)-1-((2,2-diethoxyethyl)(2-tert-butoxycarbonylaminobenzothiazole-4-ylmethyl)amino)-1-oxopropan-2-ylcarbamate (Compound III-1) (482 mg, 0.58 mmol) was added 25%-piperidine/dichloromethane (4 ml) and the mixture was stirred at room temperature for 1 hr. The reaction mixture was concentrated in vacuo and the residue was purified by silica gel column chromatography (eluent: n-hexane:ethyl acetate=9:1, chloroform:methanol=100:0 and 8:... Reactants: C[S-], COCCOC, Nc1nc(OS(=O)(=O)C(F)(F)F)c(F)c(-c2ccco2)n1, [Na+]. Product: CSc1nc(N)nc(-c2ccco2)c1F. Reaction SMILES: [CH3:22][S-:23].[CH3:25][O:26][CH2:27][CH2:28][O:29][CH3:30].[NH2:1][c:2]1[n:3][c:4](-[c:17]2[o:18][cH:19][cH:20][cH:21]2)[c:5]([F:16])[c:6]([O:8][S:9]([C:10]([F:11])([F:12])[F:13])(=[O:14])=[O:15])[n:7]1.[Na+:24]>>[NH2:1][c:2]1[n:3][c:4](-[c:17]2[o:18][cH:19][cH:20][cH:21]2)[c:5]([F:16])[c:6]([S:23][CH3:22])[n:7]1. The reactants are CC1CCCC(C)N1C(=O)c1csc(Br)n1, O=C([O-])[O-], Cc1ccccc1B(O)O, COCCOC, [K+], [K+]. Product: Cc1ccccc1-c1nc(C(=O)N2C(C)CCCC2C)cs1. As a reaction SMILES: [Br:1][c:2]1[s:3][cH:4][c:5]([C:7](=[O:8])[N:9]2[CH:10]([CH3:16])[CH2:11][CH2:12][CH2:13][CH:14]2[CH3:15])[n:6]1.[C:27](=[O:28])([O-:29])[O-:30].[CH3:17][c:18]1[c:19]([B:24]([OH:25])[OH:26])[cH:20][cH:21][cH:22][cH:23]1.[CH3:33][O:34][CH2:35][CH2:36][O:37][CH3:38].[K+:31].[K+:32]>>[c:2]1(-[c:19]2[c:18]([CH3:17])[cH:23][cH:22][cH:21][cH:20]2)[s:3][cH:4][c:5]([C:7](=[O:8])[N:9]2[CH:10]([CH3:16])[CH2:11][CH2:12][CH2:13][CH:14]2[CH3:15])[n:6]1. As a reaction SMILES: [CH3:24][N:25]([C:26](=[O:27])[Cl:28])[CH3:29].[CH3:30][CH2:31][O:32][C:33](=[O:34])[CH3:35].[SH:1][CH2:2][CH:3]([C:4](=[O:5])[NH:6][c:7]1[c:8]([CH3:16])[c:9]([C:10](=[O:11])[OH:12])[cH:13][cH:14][cH:15]1)[CH2:17][c:18]1[cH:19][cH:20][cH:21][cH:22][cH:23]1.[cH:36]1[cH:37][cH:38][n:39][cH:40][cH:41]1>>[S:1]([CH2:2][CH:3]([C:4](=[O:5])[NH:6][c:7]1[c:8]([CH3:16])[c:9]([C:10](=[O:11])[OH:12])[cH:13][cH:14][cH:15]1)[CH2:17][c:18]1[cH:19][cH:20][cH:21][cH:22][cH:23]1)[C:26]([N:25]([CH3:24])[CH3:29])=[O:27]. Product: Cc1c(NC(=O)C(CSC(=O)N(C)C)Cc2ccccc2)cccc1C(=O)O. The reactants are CN(C)C(=O)Cl, CCOC(C)=O, Cc1c(NC(=O)C(CS)Cc2ccccc2)cccc1C(=O)O, c1ccncc1.